Task: describe an organic reaction: reactants, conditions, products, and yield. Dataset: the Open Reaction Database (ORD), a public repository of structured organic reaction records Starting materials: C[Si]([N-][Si](C)(C)C)(C)C.[Li+] (lithium hexamethyldisilazide), C1CCOC1 (THF), C(C)(C)[Si]([S-])(C(C)C)C(C)C.[Li+] (lithium triisopropylsilanethiolate), C(C)(C)(C)OC(=O)N1C(C2=C(CC1)C1=C(O2)C=C(C=C1)I)(C)C (7-iodo-1,1-dimethyl-3,4-dihydro-1H-benzo[4,5]furo[2,3-c]pyridine-2-carboxylic acid tert-butyl ester), C(C)(C)[Si](S)(C(C)C)C(C)C (Triisopropylsilanethiol). The reagents and catalysts are C=1C=CC(=CC1)[P](C=2C=CC=CC2)(C=3C=CC=CC3)[Pd]([P](C=4C=CC=CC4)(C=5C=CC=CC5)C=6C=CC=CC6)([P](C=7C=CC=CC7)(C=8C=CC=CC8)C=9C=CC=CC9)[P](C=1C=CC=CC1)(C=1C=CC=CC1)C=1C=CC=CC1 (tetrakis(triphenylphosphine)palladium(0)). Run in O1CCOCC1 (1,4-dioxane), O1CCOCC1 (1,4-dioxane). Run at time 2.5 hour. Product: C(C)(C)(C)OC(=O)N1C(C2=C(CC1)C1=C(O2)C=C(C=C1)S[Si](C(C)C)(C(C)C)C(C)C)(C)C (1,1-dimethyl-7-triisopropylsilanylsulfanyl-3,4-dihydro-1H-benzo[4,5]furo[2,3-c]pyridine-2-carboxylic acid tert-butyl ester). Isolated yield 130.3%. RXN SMILES: [CH:1]([Si:4]([CH:9]([CH3:11])[CH3:10])([CH:6]([CH3:8])[CH3:7])[SH:5])([CH3:3])[CH3:2].C[Si](C)(C)[N-][Si](C)(C)C.[Li+].C1COCC1.C([Si](C(C)C)(C(C)C)[S-])(C)C.[Li+].[C:39]([O:43][C:44]([N:46]1[CH2:51][CH2:50][C:49]2[C:52]3[CH:58]=[CH:57][C:56](I)=[CH:55][C:53]=3[O:54][C:48]=2[C:47]1([CH3:61])[CH3:60])=[O:45])([CH3:42])([CH3:41])[CH3:40]>O1CCOCC1.C1C=CC([P]([Pd]([P](C2C=CC=CC=2)(C2C=CC=CC=2)C2C=CC=CC=2)([P](C2C=CC=CC=2)(C2C=CC=CC=2)C2C=CC=CC=2)[P](C2C=CC=CC=2)(C2C=CC=CC=2)C2C=CC=CC=2)(C2C=CC=CC=2)C2C=CC=CC=2)=CC=1>[C:39]([O:43][C:44]([N:46]1[CH2:51][CH2:50][C:49]2[C:52]3[CH:58]=[CH:57][C:56]([S:5][Si:4]([CH:1]([CH3:3])[CH3:2])([CH:6]([CH3:8])[CH3:7])[CH:9]([CH3:11])[CH3:10])=[CH:55][C:53]=3[O:54][C:48]=2[C:47]1([CH3:61])[CH3:60])=[O:45])([CH3:42])([CH3:40])[CH3:41] |f:1.2,4.5,^1:71,73,92,111|. Reported procedure: Anhydrous dioxane was bubbled with Argon for 1 h before being used. Triisopropylsilanethiol (4.00 mL, 18.6 mmol) was dissolved into anhydrous 1,4-dioxane (15 mL) and a solution of lithium hexamethyldisilazide in THF (1.0 M 17.7 mL, 17.7 mmol) was added slowly. The reaction was stirred for 2.5 h. A portion of the lithium triisopropylsilanethiolate solution (15.4 mL, 7.70 mmol) was added to a suspension of 7-iodo-1,1-dimethyl-3,4-dihydro-1H-benzo[4,5]furo[2,3-c]pyridine-2-carboxylic acid tert-buty... Reactants: ClC1=CC2=C(C(NC3=NC=CC=C23)=O)C=C1 (9-Chloro-5H-benzo[c][1,8]naphthyridin-6-one), CC(C)([O-])C.[Na+] (sodium tert-butoxide), COC1=CC=C(N)C=C1 (4-methoxy-aniline), C1(CCCCC1)P(C1=C(C=CC=C1)C1=C(C=C(C=C1C(C)C)C(C)C)C(C)C)C1CCCCC1 (2-dicyclohexylphosphino-2′,4′,6′-triisopropylbiphenyl). The reagents and catalysts are C(C)(=O)[O-].[Pd+2].C(C)(=O)[O-] (palladium(II) acetate). Solvent: O1CCOCC1 (dioxane). Conditions: temperature 100 celsius, time 8 hour. Product: COC=1C(=CC2=C(C(NC3=NC=CC=C23)=O)C1)OC (8,9-Dimethoxy-5H-benzo[c][1,8]naphthyridin-6-one). The yield is 60.0%. As a reaction SMILES: Cl[C:2]1[CH:16]=[CH:15][C:5]2[C:6](=[O:14])[NH:7][C:8]3[C:13]([C:4]=2[CH:3]=1)=[CH:12][CH:11]=[CH:10][N:9]=3.C[O:18][C:19]1C=CC(N)=CC=1.C1(P(C2CCCCC2)C2C=CC=CC=2C2C(C(C)C)=CC(C(C)C)=CC=2C(C)C)CCCCC1.C[C:61](C)([O-:63])C.[Na+]>O1CCOCC1.C([O-])(=O)C.[Pd+2].C([O-])(=O)C>[CH3:61][O:63][C:16]1[C:2]([O:18][CH3:19])=[CH:3][C:4]2[C:13]3[C:8](=[N:9][CH:10]=[CH:11][CH:12]=3)[NH:7][C:6](=[O:14])[C:5]=2[CH:15]=1 |f:3.4,6.7.8|. Reported procedure: 9-Chloro-5H-benzo[c][1,8]naphthyridin-6-one (30 mg, 0.13 mmol), 4-methoxy-aniline (24 mg, 0.20 mmol), palladium(II) acetate (1 mg, 0.01 mmol), 2-dicyclohexylphosphino-2′,4′,6′-triisopropylbiphenyl (5 mg, 0.015 mmol), and sodium tert-butoxide (38 mg, 0.39 mmol) were suspended in dioxane (1 mL), and stirred overnight at 100° C. The reaction mixture was added directly to a Biotage column. The crude product was purified via Biotage silica-gel chromatography eluting with a gradient of 0 to 10% MeOH i... The reactants are BrCC(=O)C1=CC=C(C=C1)F (2-bromo-1-(4-fluorophenyl)ethanone), C(CC)(=S)N (thiopropanamide), O (water). The solvent is C(C)O (ethanol). Yields the product C(C)C=1SC=C(N1)C1=CC=C(C=C1)F (2-Ethyl-4-(4-fluorophenyl)-1,3-thiazole). Reaction SMILES: Br[CH2:2][C:3]([C:5]1[CH:10]=[CH:9][C:8]([F:11])=[CH:7][CH:6]=1)=O.[C:12]([NH2:16])(=[S:15])[CH2:13][CH3:14].O>C(O)C>[CH2:13]([C:12]1[S:15][CH:2]=[C:3]([C:5]2[CH:10]=[CH:9][C:8]([F:11])=[CH:7][CH:6]=2)[N:16]=1)[CH3:14]. Procedure: A mixture of 2.40 g (11.0 mmol) of 2-bromo-1-(4-fluorophenyl)ethanone and 1.00 g (11.0 mmol) of thiopropanamide in 50 ml of ethanol is stirred under reflux for 2 h and at room temperature for 16 h. The reaction mixture is stirred into 200 ml of water and extracted with ethyl acetate (3×100 ml). The combined organic phases are washed with 50 ml of water, dried over MgSO4 and freed from the solvent under reduced pressure. This gives 2.05 g (87%) of the desired product; 1H-NMR(DMSO-d6) δ: 7.99 (m, ...